Dataset: the Open Reaction Database (ORD), a public repository of structured organic reaction records. Task: describe an organic reaction: reactants, conditions, products, and yield Starting materials: ice water, [N+](=O)([O-])[O-].[K+] (potassium nitrate), [N+](=O)([O-])[O-].[K+] (potassium nitrate), FC1=C(C(=O)O)C=C(C(=C1C)F)F (2,4,5-trifluoro-3-methylbenzoic acid). Solvent: S(O)(O)(=O)=O (sulfuric acid). Reaction conditions: time 3 day. The product is FC1=C(C(=O)O)C(=C(C(=C1C)F)F)[N+](=O)[O-] (2,4,5-trifluoro-3-methyl-6-nitrobenzoic Acid). Isolated yield 54.8%. Reaction SMILES: [F:1][C:2]1[C:10]([CH3:11])=[C:9]([F:12])[C:8]([F:13])=[CH:7][C:3]=1[C:4]([OH:6])=[O:5].[N+:14]([O-])([O-:16])=[O:15].[K+]>S(=O)(=O)(O)O>[F:1][C:2]1[C:10]([CH3:11])=[C:9]([F:12])[C:8]([F:13])=[C:7]([N+:14]([O-:16])=[O:15])[C:3]=1[C:4]([OH:6])=[O:5] |f:1.2|. Procedure: To 100 ml of conc. sulfuric acid was dissolved 31 g of 2,4,5-trifluoro-3-methylbenzoic acid, and to this solution was incrementally added 19.5 g of potassium nitrate on ice. The solution was stirred at room temperature for 3 days, and another 1.4 g of potassium nitrate was added on ice. After stirring for 6 hours, the solution was poured into ice water, and the solid precipitate was collected by filtration. The precipitate was dissolved in diethylether and washed with water. The organic layer wa... The reactants are ClCC(=O)N (chloroacetamide), C1(=CC=CC=C1)P(C1=CC=CC=C1)C1=CC=CC=C1 (triphenylphosphine), [N+](=O)([O-])C (nitromethane). Run in O (H2O). The product is [Cl-].C(N)(=O)C[P+](C1=CC=CC=C1)(C1=CC=CC=C1)C1=CC=CC=C1 (carbamoylmethyltriphenyl-phosphonium chloride). RXN SMILES: [Cl:1][CH2:2][C:3]([NH2:5])=[O:4].[C:6]1([P:12]([C:19]2[CH:24]=[CH:23][CH:22]=[CH:21][CH:20]=2)[C:13]2[CH:18]=[CH:17][CH:16]=[CH:15][CH:14]=2)[CH:11]=[CH:10][CH:9]=[CH:8][CH:7]=1.[N+](C)([O-])=O>O>[Cl-:1].[C:3]([CH2:2][P+:12]([C:13]1[CH:14]=[CH:15][CH:16]=[CH:17][CH:18]=1)([C:19]1[CH:24]=[CH:23][CH:22]=[CH:21][CH:20]=1)[C:6]1[CH:7]=[CH:8][CH:9]=[CH:10][CH:11]=1)(=[O:4])[NH2:5] |f:4.5|. Reported procedure: Benzhydryl 3-[prop-1′E-ene-3′-amide)]-7Z-[(2″-pyridyl)methylidene]-2-cephem-4-carboxylate (11d). Using a procedure similar to that described by S. Trippet, and D. M. Walker, J. Chem. Soc. 3874, 1959, the requisite ylide (carbamoylmethylenetriphenyl-phosphorane) was obtained as follows: A solution of carbamoylmethyltriphenyl-phosphonium chloride (5 g, 14.0 mmol), (itself obtained from chloroacetamide and triphenylphosphine in refluxing nitromethane) in H2O (75 mL) was cooled to 0° C. and a cold (...